This data is from the Open Reaction Database (ORD), a public repository of structured organic reaction records. The task is: describe an organic reaction: reactants, conditions, products, and yield Reactants: [OH-].[Na+] (NaOH), C(C)OC(C1=CN=CC(=C1)Br)=O (5-Bromo nicotinic acid ethyl ester), [BH4-].[Na+] (sodium borohydride), Cl (HCl), Cl.CCO (HCl EtOH). The solvent is O (H2O), C(C)O (ethanol). Conditions: time 8 hour. The product is Cl.BrC=1C=C(C=NC1)CO ((5-Bromo-pyridin-3-yl)-methanol Hydrochloride). RXN SMILES: C([O:3][C:4](=O)[C:5]1[CH:10]=[C:9]([Br:11])[CH:8]=[N:7][CH:6]=1)C.[BH4-].[Na+].[ClH:15].[OH-].[Na+].Cl.CCO>C(O)C.O>[ClH:15].[Br:11][C:9]1[CH:10]=[C:5]([CH2:4][OH:3])[CH:6]=[N:7][CH:8]=1 |f:1.2,4.5,6.7,10.11|. Procedure: 5-Bromo nicotinic acid ethyl ester (25 g, 108 mmol) was dissolved in ethanol (500 ml) and treated with fresh sodium borohydride (25 g, 660 mmol) added portionwise over 30 min. at 20° C. Stirring was continued overnight under an argon atmosphere. Following this 1N HCl (50 ml) was added slowly (over 20 min) followed by 2N NaOH (25 ml) and H2O (75 ml) and this mixture was stirred for 2 h at ambient temperature. After evaporation of the alcohol the aqueous phase was extracted with dichloromethane (4... Starting materials: [BH4-], Cc1ccc(-c2c(NS(=O)(=O)c3ccc(C(C)(C)C)cc3)ncnc2OCCOc2ncc(C=O)cn2)cc1, CC(C)O, [Cl-], [NH4+], [Na+], C1CCOC1. Yields the product Cc1ccc(-c2c(NS(=O)(=O)c3ccc(C(C)(C)C)cc3)ncnc2OCCOc2ncc(CO)cn2)cc1. RXN SMILES: [BH4-:40].[C:1]([CH3:2])([CH3:3])([CH3:4])[c:5]1[cH:6][cH:7][c:8]([S:11](=[O:12])(=[O:13])[NH:14][c:15]2[n:16][cH:17][n:18][c:19]([O:28][CH2:29][CH2:30][O:31][c:32]3[n:33][cH:34][c:35]([CH:38]=[O:39])[cH:36][n:37]3)[c:20]2-[c:21]2[cH:22][cH:23][c:24]([CH3:27])[cH:25][cH:26]2)[cH:9][cH:10]1.[CH:44]([OH:45])([CH3:46])[CH3:47].[Cl-:42].[NH4+:43].[Na+:41].[O:48]1[CH2:49][CH2:50][CH2:51][CH2:52]1>>[C:1]([CH3:2])([CH3:3])([CH3:4])[c:5]1[cH:6][cH:7][c:8]([S:11](=[O:12])(=[O:13])[NH:14][c:15]2[n:16][cH:17][n:18][c:19]([O:28][CH2:29][CH2:30][O:31][c:32]3[n:33][cH:34][c:35]([CH2:38][OH:39])[cH:36][n:37]3)[c:20]2-[c:21]2[cH:22][cH:23][c:24]([CH3:27])[cH:25][cH:26]2)[cH:9][cH:10]1. The reactants are C(C(=O)C1=CC=CC=C1)CNC1=C(NC2=CC(=CC=C12)Cl)C(=O)OC (3-[(phenacyl)methylamino]-2-carbmethoxy-6-chloroindole), O1CCCC1 (tetrahydrofuran), O (water), O (water), [OH-].[Li+] (lithium hydroxide). Solvent: C(C)(=O)OCC (ethyl acetate). The product is C(C(=O)C1=CC=CC=C1)CNC1=C(NC2=CC(=CC=C12)Cl)C(=O)O (3-[(phenacyl)methylamino]-2-carboxy-6-chloroindole). Reaction SMILES: [CH2:1]([CH2:10][NH:11][C:12]1[C:20]2[C:15](=[CH:16][C:17]([Cl:21])=[CH:18][CH:19]=2)[NH:14][C:13]=1[C:22]([O:24]C)=[O:23])[C:2]([C:4]1[CH:9]=[CH:8][CH:7]=[CH:6][CH:5]=1)=[O:3].O1CCCC1.O.[OH-].[Li+]>C(OCC)(=O)C>[CH2:1]([CH2:10][NH:11][C:12]1[C:20]2[C:15](=[CH:16][C:17]([Cl:21])=[CH:18][CH:19]=2)[NH:14][C:13]=1[C:22]([OH:24])=[O:23])[C:2]([C:4]1[CH:5]=[CH:6][CH:7]=[CH:8][CH:9]=1)=[O:3] |f:3.4|. Reported procedure: Dissolve 3-[(phenacyl)methylamino]-2-carbmethoxy-6-chloroindole from above,in tetrahydrofuran (5 mL) and water (5 mL). Add lithium hydroxide and stir for 8 hours at 40° C. Dilute the reaction with water(10 mL) and ethyl acetate (10 mL). Separate the layers and acidify the aqueous layer. Extract the aqueous with ethyl acetate, dry the organic phase over magnesium sulfate, filter and concentrate in vacuo. Recrystallize from ethyl acetate/hexane to yield the title compound (75 mg); mp 250°-255° C.